This data is from the Open Reaction Database (ORD), a public repository of structured organic reaction records. The task is: describe an organic reaction: reactants, conditions, products, and yield Conditions: time 3 hour. Reaction SMILES: FC(F)(F)C(O)=O.[C:8]1([NH:14][C:15]([CH2:17][NH:18]C(=O)OC(C)(C)C)=[O:16])[CH:13]=[CH:12][CH:11]=[CH:10][CH:9]=1>ClCCl>[NH2:18][CH2:17][C:15]([NH:14][C:8]1[CH:13]=[CH:12][CH:11]=[CH:10][CH:9]=1)=[O:16]. The product is NCC(=O)NC1=CC=CC=C1 (2-amino-N-phenylacetamide). Solvent: ClCCl (dichloromethane). Procedure: 40 ml of dichloromethane and 20 ml of trifluoroacetic acid were added to 687 mg (2.74 mmol) of t-butyl phenylcarbamoylmethylcarbamate, and they were stirred at room temperature for 3 hours. Dichloromethane and trifluoroacetic acid were evaporated under reduced pressure. A saturated aqueous sodium hydrogencarbonate solution was added to the residue. After the extraction with ethyl acetate and then with dichloromethane, the organic layer was dried over anhydrous sodium sulfate and then concentrate... The reactants are FC(C(=O)O)(F)F (trifluoroacetic acid), C1(=CC=CC=C1)NC(=O)CNC(OC(C)(C)C)=O (t-butyl phenylcarbamoylmethylcarbamate).